This data is from the Open Reaction Database (ORD), a public repository of structured organic reaction records. The task is: describe an organic reaction: reactants, conditions, products, and yield Product: Cc1ccc2cccc(NC(=O)c3ccc(C#N)cc3)c2n1. The reactants are N#Cc1ccc(C(=O)O)cc1, Cc1ccc2cccc(N)c2n1. Reaction conditions: temperature 25 celsius, time 2 hour. Reagents/catalysts: CCOC(=O)C(=NO[P+](N1CCCC1)(N2CCCC2)N3CCCC3)C#N.F[P-](F)(F)(F)(F)F (PyOxim), CCN(C(C)C)C(C)C (DIPEA). Isolated yield 89.0%. Solvent: CN(C)C=O (DMF), CN(C)C=O (DMF), CN(C)C=O (DMF), CN(C)C=O (DMF), CN(C)C=O (DMF), CN(C)C=O (DMF). As a reaction SMILES: Cc1ccc2cccc(N)c2n1.N#Cc1ccc(C(=O)O)cc1.CCOC(=O)C(=NO[P+](N1CCCC1)(N2CCCC2)N3CCCC3)C#N.F[P-](F)(F)(F)(F)F.CCN(C(C)C)C(C)C.CN(C)C=O>>Cc1ccc2cccc(NC(=O)c3ccc(C#N)cc3)c2n1. Reactants: OC1=CC(NC=C1)=O (4-hydroxy-2-pyridone), C(C=1C(=CC=CC1)OC)(=O)Cl (2-anisoyl chloride). Run in N1=CC=CC=C1 (pyridine). Run at time 1 day. The product is COC1=C(C(=O)OC2=NC=CC(=C2)OC(C2=C(C=CC=C2)OC)=O)C=CC=C1 (2,4-di(2-methoxybenzoyloxy)pyridine). Yield: 2.0%. As a reaction SMILES: [OH:1][C:2]1[CH:7]=[CH:6][NH:5][C:4](=[O:8])[CH:3]=1.[C:9](Cl)(=[O:18])[C:10]1[C:11]([O:16][CH3:17])=[CH:12][CH:13]=[CH:14][CH:15]=1>N1C=CC=CC=1>[CH3:17][O:16][C:11]1[CH:12]=[CH:13][CH:14]=[CH:15][C:10]=1[C:9]([O:8][C:4]1[CH:3]=[C:2]([O:1][C:9](=[O:18])[C:10]2[CH:15]=[CH:14][CH:13]=[CH:12][C:11]=2[O:16][CH3:17])[CH:7]=[CH:6][N:5]=1)=[O:18]. Reported procedure: A 2.00 g quantity of 4-hydroxy-2-pyridone was suspended in 60 ml of pyridine, and 5.52 g of 2-anisoyl chloride was added to the suspension. The mixture was stirred at room temperature for 1 day. The reaction mixture was concentrated and the concentrate was washed with benzene and extracted with ethyl acetate. The extract was concentrated and the concentrate was subjected to a silica gel column chromatography using chloroform-acetone (30:1) as an eluent, giving 120 mg of the title compound in a y...